Dataset: the Open Reaction Database (ORD), a public repository of structured organic reaction records. Task: describe an organic reaction: reactants, conditions, products, and yield Reactants: [OH-].[Na+] (sodium hydroxide), ClC=1C=CC2=C(C(N(CC=3N2C=NC3C(=O)OCC)C)=O)C1 (ethyl 8-chloro-5-methyl-6-oxo-5,6-dihydro-4H-imidazo[1,5-a][1,4]benzodiazepine-3-carboxylate). The solvent is C(C)O (ethanol), O (water). Product: ClC=1C=CC2=C(C(N(CC=3N2C=NC3C(=O)O)C)=O)C1 (8-chloro-5-methyl-6-oxo-5,6-dihydro-4H-imidazo [1,5-a][1,4]benzodiazepine-3-carboxylic acid). Yield: 74.6%. Reaction SMILES: [OH-].[Na+].[Cl:3][C:4]1[CH:5]=[CH:6][C:7]2[N:13]3[CH:14]=[N:15][C:16]([C:17]([O:19]CC)=[O:18])=[C:12]3[CH2:11][N:10]([CH3:22])[C:9](=[O:23])[C:8]=2[CH:24]=1>C(O)C.O>[Cl:3][C:4]1[CH:5]=[CH:6][C:7]2[N:13]3[CH:14]=[N:15][C:16]([C:17]([OH:19])=[O:18])=[C:12]3[CH2:11][N:10]([CH3:22])[C:9](=[O:23])[C:8]=2[CH:24]=1 |f:0.1|. Procedure: 5.4 ml of 5N sodium hydroxide solution were added dropwise to a suspension of 6.9 g (21.6 mmol) of ethyl 8-chloro-5-methyl-6-oxo-5,6-dihydro-4H-imidazo[1,5-a][1,4]benzodiazepine-3-carboxylate in 5 ml of ethanol and 7 ml of water and the mixture was heated to reflux for 30 minutes. The solution was filtered while hot, concentrated to about 6 ml and acidified with 5.5 ml 5N hydrochloric acid. The product was filtered off under suction. There were obtained 4.7 g (75%) of 8-chloro-5-methyl-6-oxo-5,6...